Dataset: the Open Reaction Database (ORD), a public repository of structured organic reaction records. Task: describe an organic reaction: reactants, conditions, products, and yield Starting materials: C(C)(C)(C)OC(=O)N1C=C(C2=CC=C(C=C12)CCCCCCCC)CC(CO)(CO)NC(C)=O (3-(2-Acetylamino-3-hydroxy-2-hydroxymethyl-propyl)-6-octyl-indole-1-carboxylic acid tert-butyl ester), FC(C(=O)O)(F)F (Trifluoroacetic acid). The solvent is C(Cl)Cl (methylene chloride). Reaction conditions: temperature -40 celsius, time 1 hour. Yields the product OCC(CC1=CNC2=CC(=CC=C12)CCCCCCCC)(CO)NC(C)=O (N-[1,1-Bis-hydroxymethyl-2-(6-octyl-1H-indol-3-yl)-ethyl]-acetamide). As a reaction SMILES: C(OC([N:8]1[C:16]2[C:11](=[CH:12][CH:13]=[C:14]([CH2:17][CH2:18][CH2:19][CH2:20][CH2:21][CH2:22][CH2:23][CH3:24])[CH:15]=2)[C:10]([CH2:25][C:26]([NH:31][C:32](=[O:34])[CH3:33])([CH2:29][OH:30])[CH2:27][OH:28])=[CH:9]1)=O)(C)(C)C.FC(F)(F)C(O)=O>C(Cl)Cl>[OH:28][CH2:27][C:26]([NH:31][C:32](=[O:34])[CH3:33])([CH2:29][OH:30])[CH2:25][C:10]1[C:11]2[C:16](=[CH:15][C:14]([CH2:17][CH2:18][CH2:19][CH2:20][CH2:21][CH2:22][CH2:23][CH3:24])=[CH:13][CH:12]=2)[NH:8][CH:9]=1. Procedure: Compound 29 (200 mg, 0.46 mmol) is added to methylene chloride (10 mL) and the solution is cooled to −40° C. Trifluoroacetic acid (3.0 mL) is added and the reaction is stirred for 1 hour maintaining the temperature. The reaction is quenched with methanol (10 mL) at −40° C. and then partitioned between methylene chloride (25 mL) and aqueous sodium hydroxide (1.0 N, 25 mL). The aqueous layer is back extracted with methylene chloride (2×10 mL) and the combined organic layers are washed with aqueous... RXN SMILES: [CH2:1]([N:8]1[CH2:16][C:15]2[C:10](=[CH:11][CH:12]=[C:13]([NH2:17])[CH:14]=2)[CH2:9]1)[C:2]1[CH:7]=[CH:6][CH:5]=[CH:4][CH:3]=1.[C:18](OC(=O)C)(=[O:20])[CH3:19]>C1C=CC=CC=1>[CH2:1]([N:8]1[CH2:16][C:15]2[C:10](=[CH:11][CH:12]=[C:13]([NH:17][C:18](=[O:20])[CH3:19])[CH:14]=2)[CH2:9]1)[C:2]1[CH:3]=[CH:4][CH:5]=[CH:6][CH:7]=1. Procedure: 2-benzyl-5-aminoisoindoline prepared above was dissolved in 50 ml of anhydrous benzene, and 1.77 g of acetic anhydride was added. After standing for 2 hours at room temperature, the mixture was washed with 5% sodium bicarbonate and brine. The organic layer was concentrated to afford 2-benzyl-5-acetamidoisoindoline. Run at time 2 hour. Product: C(C1=CC=CC=C1)N1CC2=CC=C(C=C2C1)NC(C)=O (2-benzyl-5-acetamidoisoindoline). Starting materials: C(C1=CC=CC=C1)N1CC2=CC=C(C=C2C1)N (2-benzyl-5-aminoisoindoline), C(C)(=O)OC(C)=O (acetic anhydride). The solvent is C1=CC=CC=C1 (benzene).